This data is from the Open Reaction Database (ORD), a public repository of structured organic reaction records. The task is: describe an organic reaction: reactants, conditions, products, and yield The reactants are C(#N)C1=CC=C(C2=CC=CC=C12)F (1-cyano-4-fluoronaphthalene), COC=1C=C2CCNCC2=CC1 (6-methoxy-3,4-dihydro-1H-isoquinoline). Yields the product COC=1C=C2CCN(CC2=CC1)C1=CC=C(C2=CC=CC=C12)C#N (4-(6-Methoxy-3,4-dihydro-1H-isoquinolin-2-yl)naphthalene-1-carbonitrile). The yield is 19.0%. Reaction SMILES: [C:1]([C:3]1[C:12]2[C:7](=[CH:8][CH:9]=[CH:10][CH:11]=2)[C:6](F)=[CH:5][CH:4]=1)#[N:2].[CH3:14][O:15][C:16]1[CH:17]=[C:18]2[C:23](=[CH:24][CH:25]=1)[CH2:22][NH:21][CH2:20][CH2:19]2>>[CH3:14][O:15][C:16]1[CH:17]=[C:18]2[C:23](=[CH:24][CH:25]=1)[CH2:22][N:21]([C:6]1[C:7]3[C:12](=[CH:11][CH:10]=[CH:9][CH:8]=3)[C:3]([C:1]#[N:2])=[CH:4][CH:5]=1)[CH2:20][CH2:19]2. Reported procedure: The title compound (7 mg, 19% yield) was prepared as described for 196MBT2-4 from 1-cyano-4-fluoronaphthalene (20 mg, 0.117 mmol) and 6-methoxy-3,4-dihydro-1H-isoquinoline (76 mg, 0.468 mmol). Starting materials: C(C)OC(=O)C1=CN=CC2=CC=CC=C12 (Isoquinoline4-carboxylic acid ethyl ester). Reagents/catalysts: [Rh] (Rh/C). Solvent: CC(=O)O (HOAc). Yields the product C(C)OC(=O)[C@@H]1CNC[C@@H]2CCCC[C@H]12 ((+/−)-(4S,4aS,8aR)-Decahydro-isoquinoline-4-carboxylic Acid Ethyl Ester). Reaction SMILES: [CH2:1]([O:3][C:4]([C:6]1[C:15]2[C:10](=[CH:11][CH:12]=[CH:13][CH:14]=2)[CH:9]=[N:8][CH:7]=1)=[O:5])[CH3:2]>CC(O)=O.[Rh]>[CH2:1]([O:3][C:4]([C@H:6]1[C@@H:15]2[C@@H:10]([CH2:11][CH2:12][CH2:13][CH2:14]2)[CH2:9][NH:8][CH2:7]1)=[O:5])[CH3:2]. Procedure: Isoquinoline4-carboxylic acid ethyl ester (85.7 g, 0.426 mol) is dissolved in HOAc (1000 ml) and hydrogenated at 150 bar and 60° for 2 h in the presence of 5% Rh/C (86 g). The mixture is filtered and the filtrate evaporated. The residue is dissolved in MTBE (500 ml) and washed with 2N KHCO3 (400 ml) and brine (100 ml). The combined water phases are exhaustively extracted with DCM (3×150 ml), the extracts dried over Na2SO4 and evaporated to yield the crude acetate salt of the desired product. Rec... The reactants are COC(C1=CC=CC=C1)C(=O)O (DL-α-methoxyphenylacetic acid), C(C1=CC=CC=C1)C1=NC2=C(N1C(C(=O)NC1CCCCC1)C1CCCCC1)C=C(C(=C2)F)Cl (2-(2-Benzyl-6-chloro-5-fluoro-benzoimidazol-1-yl)-2,N-dicyclohexyl-acetamide), ClC=1C=C(C=CC1)CC(=O)O ((3-chloro-phenyl)-acetic acid), C1(CCCC1)[N+]#[C-] (cyclopentyl isocyanide), C1(CCCCC1)C=O (cyclohexanecarbaldehyde), COC=1C=CC(=CC1)C=O (anisaldehyde), C1(CCCCC1)[N+]#[C-] (cyclohexyl isocyanide). Product: ClC=1C(=CC2=C(N(C(=N2)C(C2=CC=CC=C2)OC)C(C(=O)NC2CCCC2)C2=CC=C(C=C2)OC)C1)F (2-[6-Chloro-5-fluoro-2-(methoxy-phenyl-methyl)-benzoimidazol-1-yl]-N-cyclopentyl-2-(4-methoxy-phenyl)-acetamide). RXN SMILES: [CH2:1]([C:8]1[N:12]([CH:13]([CH:23]2[CH2:28][CH2:27][CH2:26][CH2:25][CH2:24]2)[C:14]([NH:16][CH:17]2[CH2:22]C[CH2:20][CH2:19][CH2:18]2)=[O:15])[C:11]2[CH:29]=[C:30]([Cl:34])[C:31]([F:33])=[CH:32][C:10]=2[N:9]=1)[C:2]1[CH:7]=[CH:6][CH:5]=[CH:4][CH:3]=1.C1([CH:41]=[O:42])CCCCC1.[CH3:43][O:44]C1C=CC(C=O)=CC=1.ClC1C=C(CC(O)=O)C=CC=1.COC(C(O)=O)C1C=CC=CC=1.C1([N+]#[C-])CCCCC1.C1([N+]#[C-])CCCC1>>[Cl:34][C:30]1[C:31]([F:33])=[CH:32][C:10]2[N:9]=[C:8]([CH:1]([O:44][CH3:43])[C:2]3[CH:7]=[CH:6][CH:5]=[CH:4][CH:3]=3)[N:12]([CH:13]([C:23]3[CH:28]=[CH:27][C:26]([O:42][CH3:41])=[CH:25][CH:24]=3)[C:14]([NH:16][CH:17]3[CH2:18][CH2:19][CH2:20][CH2:22]3)=[O:15])[C:11]=2[CH:29]=1. Reported procedure: The title compound was prepared in analogy to Example 1, replacing (2-amino-4,5-difluoro-phenyl)-carbamic acid tert-butyl ester with (2-amino-4-chloro-5-fluoro-phenyl)-carbamic acid tert-butyl ester (([CAS RN 579474-50-3]), Example 47), cyclohexanecarbaldehyde with anisaldehyde ([CAS RN 123-11-5]), (3-chloro-phenyl)-acetic acid with DL-α-methoxyphenylacetic acid ([CAS RN 7021-09-2]) and cyclohexyl isocyanide with cyclopentyl isocyanide ([CAS RN 68498-54-4]). MS (ISP): 522.3 [M+H]+.